This data is from the Open Reaction Database (ORD), a public repository of structured organic reaction records. The task is: describe an organic reaction: reactants, conditions, products, and yield Starting materials: C([O-])([O-])=O.[Na+].[Na+] (sodium carbonate), C(C)(=O)O[BH-](OC(C)=O)OC(C)=O.[Na+] (sodium triacetoxyborohydride), FC=1C=C(C(=NC1)OC)C=O (5-fluoro-2-methoxy-3-pyridinecarboxaldehyde), FC1=C(C=CC=C1)/C=C/C1CCNCC1 (4-[(E)-2-(2-fluorophenyl)-1-ethenyl]piperidine). The solvent is C(C)(=O)O (acetic acid), ClCCCl (1,2-dichloroethane). Run at time 8 hour. Yields the product FC=1C=C(C(=NC1)OC)CN1CCC(CC1)\C=C\C1=C(C=CC=C1)F (1-[(5-Fluoro-2-methoxy-3-pyridinyl)methyl]-4-[(E)-2-(2-fluorophenyl)-1-ethenyl]piperidine). Isolated yield 85.1%. As a reaction SMILES: [F:1][C:2]1[CH:3]=[C:4]([CH:10]=O)[C:5]([O:8][CH3:9])=[N:6][CH:7]=1.[F:12][C:13]1[CH:18]=[CH:17][CH:16]=[CH:15][C:14]=1/[CH:19]=[CH:20]/[CH:21]1[CH2:26][CH2:25][NH:24][CH2:23][CH2:22]1.C(O[BH-](OC(=O)C)OC(=O)C)(=O)C.[Na+].C(=O)([O-])[O-].[Na+].[Na+]>ClCCCl.C(O)(=O)C>[F:1][C:2]1[CH:3]=[C:4]([CH2:10][N:24]2[CH2:25][CH2:26][CH:21](/[CH:20]=[CH:19]/[C:14]3[CH:15]=[CH:16][CH:17]=[CH:18][C:13]=3[F:12])[CH2:22][CH2:23]2)[C:5]([O:8][CH3:9])=[N:6][CH:7]=1 |f:2.3,4.5.6|. Reported procedure: 117 mg of 5-fluoro-2-methoxy-3-pyridinecarboxaldehyde and 291 mg of 4-[(E)-2-(2-fluorophenyl)-1-ethenyl]piperidine were dissolved in 3 ml of 1,2-dichloroethane, 0.06 ml of acetic acid and 238 mg of sodium triacetoxyborohydride were added thereto, and the mixture was stirred at room temperature overnight. An aqueous saturated sodium carbonate was added to the reaction solution, and the mixture was extracted with ethyl acetate. The organic layer was washed with water and brine, and then dried over... The reactants are BrC1=CC=C(C=C1)C(=CCO)C1=CC=C(C=C1)Br (3,3-bis-(4-bromophenyl)-prop-2-en-1-ol), C1(=CC=CC=C1)P(C1=CC=CC=C1)C1=CC=CC=C1 (triphenylphosphine), C(C)OC(C(CC1=CC=C(C=C1)O)OCC)=O (2-ethoxy-3-(4-hydroxy-phenyl)-propionic acid ethyl ester), CCOC(=O)/N=N/C(=O)OCC (diethy lazodicarboxylate). Yields the product C(C)OC(C(CC1=CC=C(C=C1)OCC=C(C1=CC=C(C=C1)Br)C1=CC=C(C=C1)Br)OCC)=O (3-{4-[3,3-Bis-(4-bromo-phenyl)-allyloxy]-phenyl}-2-ethoxy-propionic acid ethyl ester). The yield is 56.2%. RXN SMILES: [Br:1][C:2]1[CH:7]=[CH:6][C:5]([C:8]([C:12]2[CH:17]=[CH:16][C:15]([Br:18])=[CH:14][CH:13]=2)=[CH:9][CH2:10][OH:11])=[CH:4][CH:3]=1.C1(P(C2C=CC=CC=2)C2C=CC=CC=2)C=CC=CC=1.[CH2:38]([O:40][C:41](=[O:54])[CH:42]([O:51][CH2:52][CH3:53])[CH2:43][C:44]1[CH:49]=[CH:48][C:47](O)=[CH:46][CH:45]=1)[CH3:39].CCOC(/N=N/C(OCC)=O)=O>>[CH2:38]([O:40][C:41](=[O:54])[CH:42]([O:51][CH2:52][CH3:53])[CH2:43][C:44]1[CH:49]=[CH:48][C:47]([O:11][CH2:10][CH:9]=[C:8]([C:12]2[CH:13]=[CH:14][C:15]([Br:18])=[CH:16][CH:17]=2)[C:5]2[CH:6]=[CH:7][C:2]([Br:1])=[CH:3][CH:4]=2)=[CH:46][CH:45]=1)[CH3:39]. Procedure details: Reaction of 3,3-bis-(4-bromophenyl)-prop-2-en-1-ol (0.50 g, 1.36 mmol), triphenylphosphine (0.39 g, 1.50 mmol), 2-ethoxy-3-(4-hydroxy-phenyl)-propionic acid ethyl ester (0.39 g, 1.63 mmol) and diethy lazodicarboxylate (0.26 g, 1.51 mmol) in an identical manner to example 1 gave the title compound (450 mg, 56%).